This data is from the Open Reaction Database (ORD), a public repository of structured organic reaction records. The task is: describe an organic reaction: reactants, conditions, products, and yield Reactants: ClC1=CC=C(CNC(=O)C=2C=NC3=C(C=C(C=C3C2O)I)OC)C=C1 (N-(4-Chlorobenzyl)-4-hydroxy-6-iodo-8-methoxy-3-quinolinecarboxamide), C(C#C)O (Propargyl alcohol), O (water). Reagents/catalysts: [Cu]I (copper (I) iodide), C1=CC=C(C=C1)P(C2=CC=CC=C2)C3=CC=CC=C3.C1=CC=C(C=C1)P(C2=CC=CC=C2)C3=CC=CC=C3.Cl[Pd]Cl (bis(triphenylphosphine)-palladium (II) chloride). The solvent is C(C)NCC (diethylamine). Conditions: time 16 hour. The product is ClC1=CC=C(CNC(=O)C=2C=NC3=C(C=C(C=C3C2O)C#CCO)OC)C=C1 (N-(4-Chlorobenzyl)-4-hydroxy-6-(3-hydroxy-1-propynyl)-8-methoxy-3-quinolinecarboxamide). Isolated yield 73.0%. RXN SMILES: [Cl:1][C:2]1[CH:25]=[CH:24][C:5]([CH2:6][NH:7][C:8]([C:10]2[CH:11]=[N:12][C:13]3[C:18]([C:19]=2[OH:20])=[CH:17][C:16](I)=[CH:15][C:14]=3[O:22][CH3:23])=[O:9])=[CH:4][CH:3]=1.[CH2:26]([OH:29])[C:27]#[CH:28].O>C(NCC)C.[Cu]I.C1C=CC(P(C2C=CC=CC=2)C2C=CC=CC=2)=CC=1.C1C=CC(P(C2C=CC=CC=2)C2C=CC=CC=2)=CC=1.Cl[Pd]Cl>[Cl:1][C:2]1[CH:25]=[CH:24][C:5]([CH2:6][NH:7][C:8]([C:10]2[CH:11]=[N:12][C:13]3[C:18]([C:19]=2[OH:20])=[CH:17][C:16]([C:28]#[C:27][CH2:26][OH:29])=[CH:15][C:14]=3[O:22][CH3:23])=[O:9])=[CH:4][CH:3]=1 |f:5.6.7|. Reported procedure: N-(4-Chlorobenzyl)-4-hydroxy-6-iodo-8-methoxy-3-quinolinecarboxamide (469 mg) from Example No. 117, copper (I) iodide (57 mg), and bis(triphenylphosphine)-palladium (II) chloride (35 mg) are suspended in diethylamine (15 mL). Propargyl alcohol (70 μL) is added and the mixture is allowed to stir at rt for 16 h. The reaction mixture is poured into water (50 mL) and extracted with ethyl acetate (2×50 mL). The organic layer is washed with saturated aqueous ammonium chloride (3×10 mL) and brine (10 m...